From a dataset of the Open Reaction Database (ORD), a public repository of structured organic reaction records. describe an organic reaction: reactants, conditions, products, and yield Starting materials: COC=1C=C(C=O)C=C(C1)OCCCOC (3-Methoxy-5-(3-methoxy-propoxy)-benzaldehyde), C1(CC1)N (cyclopropylamine). Solvent: CC#N (CH3CN), CC#N (CH3CN). Product: C1(CC1)NCC1=CC(=CC(=C1)OCCCOC)OC (Cyclopropyl-[3-methoxy-5-(3-methoxy-propoxy)-benzyl]-amine). Reaction SMILES: [CH3:1][O:2][C:3]1[CH:4]=[C:5]([CH:8]=[C:9]([O:11][CH2:12][CH2:13][CH2:14][O:15][CH3:16])[CH:10]=1)[CH:6]=O.[CH:17]1([NH2:20])[CH2:19][CH2:18]1>CC#N>[CH:17]1([NH:20][CH2:6][C:5]2[CH:8]=[C:9]([O:11][CH2:12][CH2:13][CH2:14][O:15][CH3:16])[CH:10]=[C:3]([O:2][CH3:1])[CH:4]=2)[CH2:19][CH2:18]1. Procedure details: The title compound is synthesized by reductive amination of 3-Methoxy-5-(3-methoxy-propoxy)-benzaldehyde (2.50 g, 11.1 mmol) with cyclopropylamine (855 mg, 15.0 mmol) analogously to the preparation of Example 152. Yellow oil; MS: 266 [M+H]+; tR (HPLC, CombiScreen ODS-AM 50×4.6 mm; 5-100% CH3CN+0.1% TFA/H2O+0.1% TFA for 5 min then 100% CH3CN+0.1% TFA for 2 min, flow 2.0 ml/min): 2.48 min. Reactants: CO, CC=CCC(C)C(O)C(C(=O)NC(C(=O)N(C)CC(=O)OC)C(C)O)N(C)C(=O)C(C(C)C)N(C)C(=O)C(CC(C)C)NC(=O)C(CC(C)C)N(C)C(=O)C(C)NC(=O)C(C)NC(=O)C(CC(C)C)N(C)C(=O)C(CC(C)C)NC(=O)C(NC)C(C)CC, [Li+], [OH-], O=C(O)CC(O)(CC(=O)O)C(=O)O. Yields the product CC=CCC(C)C(O)C(C(=O)NC(C(=O)N(C)CC(=O)O)C(C)O)N(C)C(=O)C(C(C)C)N(C)C(=O)C(CC(C)C)NC(=O)C(CC(C)C)N(C)C(=O)C(C)NC(=O)C(C)NC(=O)C(CC(C)C)N(C)C(=O)C(CC(C)C)NC(=O)C(NC)C(C)CC. Reaction SMILES: [CH3:104][OH:105].[CH:1]([CH3:2])([CH2:3][CH3:4])[CH:5]([NH:6][CH3:7])[C:8]([NH:9][CH:10]([C:11]([N:12]([CH:13]([C:14]([NH:15][CH:16]([C:17]([NH:18][CH:19]([C:20]([N:21]([CH:22]([C:23]([NH:24][CH:25]([C:26]([N:27]([CH:28]([C:29]([N:30]([CH:31]([C:32]([NH:33][CH:34]([C:35]([N:36]([CH2:37][C:38](=[O:39])[O:40][CH3:41])[CH3:42])=[O:43])[CH:44]([CH3:45])[OH:46])=[O:47])[CH:48]([CH:49]([CH2:50][CH:51]=[CH:52][CH3:53])[CH3:54])[OH:55])[CH3:56])=[O:57])[CH:58]([CH3:59])[CH3:60])[CH3:61])=[O:62])[CH2:63][CH:64]([CH3:65])[CH3:66])=[O:67])[CH2:68][CH:69]([CH3:70])[CH3:71])[CH3:72])=[O:73])[CH3:74])=[O:75])[CH3:76])=[O:77])[CH2:78][CH:79]([CH3:80])[CH3:81])[CH3:82])=[O:83])[CH2:84][CH:85]([CH3:86])[CH3:87])=[O:88].[Li+:90].[OH-:89].[OH:91][C:92]([CH2:93][C:94]([C:95](=[O:96])[OH:97])([CH2:98][C:99](=[O:100])[OH:101])[OH:102])=[O:103]>>[CH:1]([CH3:2])([CH2:3][CH3:4])[CH:5]([NH:6][CH3:7])[C:8]([NH:9][CH:10]([C:11]([N:12]([CH:13]([C:14]([NH:15][CH:16]([C:17]([NH:18][CH:19]([C:20]([N:21]([CH:22]([C:23]([NH:24][CH:25]([C:26]([N:27]([CH:28]([C:29]([N:30]([CH:31]([C:32]([NH:33][CH:34]([C:35]([N:36]([CH2:37][C:38](=[O:39])[OH:40])[CH3:42])=[O:43])[CH:44]([CH3:45])[OH:46])=[O:47])[CH:48]([CH:49]([CH2:50][CH:51]=[CH:52][CH3:53])[CH3:54])[OH:55])[CH3:56])=[O:57])[CH:58]([CH3:59])[CH3:60])[CH3:61])=[O:62])[CH2:63][CH:64]([CH3:65])[CH3:66])=[O:67])[CH2:68][CH:69]([CH3:70])[CH3:71])[CH3:72])=[O:73])[CH3:74])=[O:75])[CH3:76])=[O:77])[CH2:78][CH:79]([CH3:80])[CH3:81])[CH3:82])=[O:83])[CH2:84][CH:85]([CH3:86])[CH3:87])=[O:88]. Starting materials: Ice water, resultant mixture, [OH-].[Na+] (Sodium hydroxide), C(CCCCCCCC)Br (n-nonyl bromide), ClC1=CC(=C(C=C1)O)C(CN1C=NC=C1)(C)O (4-chloro-2-(1-hydroxy-2-(1H-1-imidazolyl)-1-methylethyl)phenol), ClC1=CC(=C(C=C1)O)C(CN1C=NC=C1)(C)O (4-chloro-2-(1-hydroxy-2-(1H-1-imidazolyl)-1-methylethyl)phenol). Solvent: CN(C=O)C (N,N-dimethylformamide). Conditions: time 17 hour. Yields the product ClC=1C=CC(=C(C1)C(CN1C=NC=C1)(C)O)OCCCCCCCCC (2-(5-Chloro-2-(n-nonyloxy)phenyl)-1-(1H-1-imidazolyl)-2-propanol). Isolated yield 53.9%. As a reaction SMILES: [OH-].[Na+].[CH2:3](Br)[CH2:4][CH2:5][CH2:6][CH2:7][CH2:8][CH2:9][CH2:10][CH3:11].[Cl:13][C:14]1[CH:19]=[CH:18][C:17]([OH:20])=[C:16]([C:21]([OH:29])([CH3:28])[CH2:22][N:23]2[CH:27]=[CH:26][N:25]=[CH:24]2)[CH:15]=1>CN(C)C=O>[Cl:13][C:14]1[CH:19]=[CH:18][C:17]([O:20][CH2:3][CH2:4][CH2:5][CH2:6][CH2:7][CH2:8][CH2:9][CH2:10][CH3:11])=[C:16]([C:21]([OH:29])([CH3:28])[CH2:22][N:23]2[CH:27]=[CH:26][N:25]=[CH:24]2)[CH:15]=1 |f:0.1|. Reported procedure: Sodium hydroxide powder (20 mg, 0.5 mmol) and n-nonyl bromide (122 mg, 0.59 mmol) were added to a solution of 4-chloro-2-(1-hydroxy-2-(1H-1-imidazolyl)-1-methylethyl)phenol [compound (2-1)] (100 mg, 0.40 mmol) in N,N-dimethylformamide (1 mL), and the mixture was stirred for 17 hours at room temperature. Ice-water was added to the resultant mixture, followed by extraction with ethyl acetate. The organic layer was washed with water and dried over magnesium sulfate. The solvent was removed under re... Reactants: CCOC(=O)C(=O)c1cn(Cc2ccccc2)c2ccc(-c3cccc(OC(F)(F)F)c3)cc12, ClCCl, C1CCOC1, CCCCCC, [K+], [OH-], O. Product: O=C(O)C(=O)c1cn(Cc2ccccc2)c2ccc(-c3cccc(OC(F)(F)F)c3)cc12. As a reaction SMILES: [CH2:1]([c:2]1[cH:3][cH:4][cH:5][cH:6][cH:7]1)[n:8]1[cH:9][c:10]([C:28]([C:29](=[O:30])[O:31][CH2:32][CH3:33])=[O:34])[c:11]2[cH:12][c:13](-[c:17]3[cH:18][c:19]([O:23][C:24]([F:25])([F:26])[F:27])[cH:20][cH:21][cH:22]3)[cH:14][cH:15][c:16]12.[CH2:43]([Cl:44])[Cl:45].[CH2:46]1[O:47][CH2:48][CH2:49][CH2:50]1.[CH3:37][CH2:38][CH2:39][CH2:40][CH2:41][CH3:42].[K+:36].[OH-:35].[OH2:51]>>[CH2:1]([c:2]1[cH:3][cH:4][cH:5][cH:6][cH:7]1)[n:8]1[cH:9][c:10]([C:28]([C:29](=[O:30])[OH:31])=[O:34])[c:11]2[cH:12][c:13](-[c:17]3[cH:18][c:19]([O:23][C:24]([F:25])([F:26])[F:27])[cH:20][cH:21][cH:22]3)[cH:14][cH:15][c:16]12.